This data is from the Open Reaction Database (ORD), a public repository of structured organic reaction records. The task is: describe an organic reaction: reactants, conditions, products, and yield Starting materials: COC(=O)C1NC(CCC1)CC=C (6-allyl-piperidine-2-carboxylic acid methyl ester), C(C)(C)(C)OC(=O)NC(C(=O)O)CC=C (2-tert-butoxycarbonylamino-pent-4-enoic acid), CC(C)COC1C=CC2=CC=CC=C2N1C(=O)OCC(C)C (IIDQ). Solvent: C1CCOC1 (THF), CCOC(=O)C (EtOAc). Product: COC(=O)C1N(C(CCC1)CC=C)C(C(CC=C)NC(=O)OC(C)(C)C)=O (6-allyl-1-(2-tert-butoxycarbonylamino-pent-4-enoyl)-piperidine-2-carboxylic acid methyl ester). Reaction SMILES: [CH3:1][O:2][C:3]([CH:5]1[CH2:10][CH2:9][CH2:8][CH:7]([CH2:11][CH:12]=[CH2:13])[NH:6]1)=[O:4].[C:14]([O:18][C:19]([NH:21][CH:22]([CH2:26][CH:27]=[CH2:28])[C:23](O)=[O:24])=[O:20])([CH3:17])([CH3:16])[CH3:15].CC(COC1N(C(OCC(C)C)=O)C2C(=CC=CC=2)C=C1)C>C1COCC1.CCOC(C)=O>[CH3:1][O:2][C:3]([CH:5]1[CH2:10][CH2:9][CH2:8][CH:7]([CH2:11][CH:12]=[CH2:13])[N:6]1[C:23](=[O:24])[CH:22]([NH:21][C:19]([O:18][C:14]([CH3:17])([CH3:16])[CH3:15])=[O:20])[CH2:26][CH:27]=[CH2:28])=[O:4]. Reported procedure: A solution of 6-allyl-piperidine-2-carboxylic acid methyl ester, 39, (2.1 g, 11.5 mmol), 2-tert-butoxycarbonylamino-pent-4-enoic acid (9.9 g, 46 mmol), and IIDQ (13.9 g, 46 mmol) in THF (50 mL) is stirred at rt for 24 h. The reaction is diluted with EtOAc and washed with 1N HCl, saturated NaHCO3, and brine. The solution is then dried (MgSO4), concentrated, and purified by flash chromatography over silica (hexanes/ethyl acetate) to afford 1.1 g of the desired product. 1H NMR (CDCl3) δ 5.76 (m, 2H...